This data is from the Open Reaction Database (ORD), a public repository of structured organic reaction records. The task is: describe an organic reaction: reactants, conditions, products, and yield Reactants: C(C)OC(=O)N1CCN(CC1)C([C@H](CCC(=O)OC(C)(C)C)NC(=O)C1=NC2=CC(=CC=C2C(=C1)O)C)=O (4-{(S)-4-tert-Butoxycarbonyl-2-[(4-hydroxy-7-methyl-quinoline-2-carbonyl)-amino]-butyryl}-piperazine-1-carboxylic acid ethyl ester), C(C1=CC=CC=C1)OC([C@H](C)O)=O ((S)-2-Hydroxy-propionic acid benzyl ester), C1(=CC=CC=C1)P(C1=CC=CC=C1)C1=CC=CC=C1 (Triphenyl-phosphane), N(=NC(=O)OCC)C(=O)OCC (Diethyl azodicarboxylate). Solvent: C1CCOC1 (THF), O (water). Reaction conditions: time 2 hour. Yields the product C(C)OC(=O)N1CCN(CC1)C([C@H](CCC(=O)OC(C)(C)C)NC(=O)C1=NC2=CC(=CC=C2C(=C1)O[C@H](C)C(=O)OCC1=CC=CC=C1)C)=O (4-((S)-2-{[4-((R)-1-Benzyloxycarbonyl-ethoxy)-7-methyl-quinoline-2-carbonyl]-amino}-4-tert-butoxycarbonyl-butyryl)-piperazine-1-carboxylic acid ethyl ester). As a reaction SMILES: [CH2:1]([O:3][C:4]([N:6]1[CH2:11][CH2:10][N:9]([C:12](=[O:38])[C@@H:13]([NH:23][C:24]([C:26]2[CH:35]=[C:34]([OH:36])[C:33]3[C:28](=[CH:29][C:30]([CH3:37])=[CH:31][CH:32]=3)[N:27]=2)=[O:25])[CH2:14][CH2:15][C:16]([O:18][C:19]([CH3:22])([CH3:21])[CH3:20])=[O:17])[CH2:8][CH2:7]1)=[O:5])[CH3:2].[CH2:39]([O:46][C:47](=[O:51])[C@@H:48](O)[CH3:49])[C:40]1[CH:45]=[CH:44][CH:43]=[CH:42][CH:41]=1.C1(P(C2C=CC=CC=2)C2C=CC=CC=2)C=CC=CC=1.N(C(OCC)=O)=NC(OCC)=O>C1COCC1.O>[CH2:1]([O:3][C:4]([N:6]1[CH2:7][CH2:8][N:9]([C:12](=[O:38])[C@@H:13]([NH:23][C:24]([C:26]2[CH:35]=[C:34]([O:36][C@@H:48]([C:47]([O:46][CH2:39][C:40]3[CH:45]=[CH:44][CH:43]=[CH:42][CH:41]=3)=[O:51])[CH3:49])[C:33]3[C:28](=[CH:29][C:30]([CH3:37])=[CH:31][CH:32]=3)[N:27]=2)=[O:25])[CH2:14][CH2:15][C:16]([O:18][C:19]([CH3:21])([CH3:22])[CH3:20])=[O:17])[CH2:10][CH2:11]1)=[O:5])[CH3:2]. Procedure details: To a solution of 1 g of 4-{(S)-4-tert-Butoxycarbonyl-2-[(4-hydroxy-7-methyl-quinoline-2-carbonyl)-amino]-butyryl}-piperazine-1-carboxylic acid ethyl ester and 341 mg of (S)-2-Hydroxy-propionic acid benzyl ester in 15 ml of THF, 744 mg of Triphenyl-phosphane and 494 mg of Diethyl azodicarboxylate was added and stirred for 2 h. Then, the reaction mixture was diluted with water and extracted with ethyl acetate. The organic phase was dried over MgSO4 and the solvents were removed under reduced press... Starting materials: [H-].[H-].[H-].[H-].[Li+].[Al+3] (LAH), ClC1=CC=C(C=C1)C=1C(=C(SC1)C(F)(F)F)COC1=C(C(=C(C=C1F)CCC(=O)OCC)F)F (ethyl 3-(4-((4-(4-chlorophenyl)-2-(trifluoromethyl)thiophen-3-yl)methoxy)-2,3,5-trifluorophenyl)propanoate). The product is ClC1=CC=C(C=C1)C=1C(=C(SC1)C(F)(F)F)COC1=C(C(=C(C=C1F)CCCO)F)F (3-(4-((4-(4-chlorophenyl)-2-(trifluoromethyl)thiophen-3-yl)methoxy)-2,3,5-trifluorophenyl)propan-1-ol). Reaction SMILES: [H-].[H-].[H-].[H-].[Li+].[Al+3].[Cl:7][C:8]1[CH:13]=[CH:12][C:11]([C:14]2[C:15]([CH2:23][O:24][C:25]3[C:30]([F:31])=[CH:29][C:28]([CH2:32][CH2:33][C:34](OCC)=[O:35])=[C:27]([F:39])[C:26]=3[F:40])=[C:16]([C:19]([F:22])([F:21])[F:20])[S:17][CH:18]=2)=[CH:10][CH:9]=1>>[Cl:7][C:8]1[CH:9]=[CH:10][C:11]([C:14]2[C:15]([CH2:23][O:24][C:25]3[C:30]([F:31])=[CH:29][C:28]([CH2:32][CH2:33][CH2:34][OH:35])=[C:27]([F:39])[C:26]=3[F:40])=[C:16]([C:19]([F:21])([F:22])[F:20])[S:17][CH:18]=2)=[CH:12][CH:13]=1 |f:0.1.2.3.4.5|. Procedure details: The title compound was prepared according to the procedure described in Example 223 by LAH reduction of ethyl 3-(4-((4-(4-chlorophenyl)-2-(trifluoromethyl)thiophen-3-yl)methoxy)-2,3,5-trifluorophenyl)propanoate to give the desired product as off-white oil. 1H NMR (400 MHz, CDCl3) δ 7.50 (d, J=7.5 Hz, 2H), 7.45 (s, 1H), 7.42 (d, J=8.0 Hz, 2H), 6.72 (m, 1H), 5.06 (s, 2H), 3.70 (t, J=9.0 Hz, 2H), 2.72 (t, J=9.1 Hz, 2H), 1.86 (m, 2H), 1.60 (s, 1H). The reactants are CI, CN(C)C=O, Cc1ccc2c(c1)CNC(=O)CC2, [H-], [Na+]. Product: Cc1ccc2c(c1)CN(C)C(=O)CC2. As a reaction SMILES: [CH3:16][I:17].[CH3:18][N:19]([CH3:20])[CH:21]=[O:22].[CH3:3][c:4]1[cH:5][c:6]2[c:7]([cH:14][cH:15]1)[CH2:8][CH2:9][C:10](=[O:13])[NH:11][CH2:12]2.[H-:1].[Na+:2]>>[CH3:3][c:4]1[cH:5][c:6]2[c:7]([cH:14][cH:15]1)[CH2:8][CH2:9][C:10](=[O:13])[N:11]([CH3:16])[CH2:12]2. The reactants are CCc1ccc(-n2c(S)nnc2CF)c2c1CCCC2, NS(=O)(=O)c1ccc(NC(=O)CCl)c(Cl)c1, [K+], [K+], O=C([O-])[O-], CN(C)C=O, O. Yields the product CCc1ccc(-n2c(CF)nnc2SCC(=O)Nc2ccc(S(N)(=O)=O)cc2Cl)c2c1CCCC2. RXN SMILES: [CH2:1]([CH3:2])[c:3]1[cH:4][cH:5][c:6](-[n:13]2[c:14]([SH:20])[n:15][n:16][c:17]2[CH2:18][F:19])[c:7]2[c:12]1[CH2:11][CH2:10][CH2:9][CH2:8]2.[Cl:27][CH2:28][C:29](=[O:30])[NH:31][c:32]1[c:33]([Cl:42])[cH:34][c:35]([S:38]([NH2:39])(=[O:40])=[O:41])[cH:36][cH:37]1.[K+:21].[K+:22].[O-:23][C:24]([O-:25])=[O:26].[O:44]=[CH:45][N:46]([CH3:47])[CH3:48].[OH2:43]>>[CH2:1]([CH3:2])[c:3]1[cH:4][cH:5][c:6](-[n:13]2[c:14]([S:20][CH2:28][C:29](=[O:30])[NH:31][c:32]3[c:33]([Cl:42])[cH:34][c:35]([S:38]([NH2:39])(=[O:40])=[O:41])[cH:36][cH:37]3)[n:15][n:16][c:17]2[CH2:18][F:19])[c:7]2[c:12]1[CH2:11][CH2:10][CH2:9][CH2:8]2. Starting materials: ClC(Cl)(Cl)Cl, CC(C)(C)NN, O=C([O-])[O-], CC[N+](CC)(CC)Cc1ccccc1, COP([O-])OC, [Cl-], ClCCl, Cl, [K+], [K+]. Yields the product COP(=O)(NNC(C)(C)C)OC. Reaction SMILES: [C:14]([Cl:15])([Cl:16])([Cl:17])[Cl:18].[C:2]([CH3:3])([CH3:4])([CH3:5])[NH:6][NH2:7].[C:8](=[O:9])([O-:10])[O-:11].[CH2:26]([N+:27]([CH2:28][CH3:29])([CH2:30][CH3:31])[CH2:32][c:33]1[cH:34][cH:35][cH:36][cH:37][cH:38]1)[CH3:39].[CH3:19][O:20][P:21]([O:22][CH3:23])[O-:24].[Cl-:25].[Cl:40][CH2:41][Cl:42].[ClH:1].[K+:12].[K+:13]>>[C:2]([CH3:3])([CH3:4])([CH3:5])[NH:6][NH:7][P:21]([O:20][CH3:19])([O:22][CH3:23])=[O:24]. Reactants: C(C)(C)(C)OC(CN)=O (glycine tert-butyl ester), CCC(CC)=O (3-pentanone). The solvent is C(C)O (ethanol). Run at temperature 110 celsius. The product is C(C)(C)(C)OC(CN=C(CC)CC)=O ((1-ethyl-propylideneamino)-acetic acid tert-butyl ester). Yield: 50.2%. As a reaction SMILES: [C:1]([O:5][C:6](=[O:9])[CH2:7][NH2:8])([CH3:4])([CH3:3])[CH3:2].[CH3:10][CH2:11][C:12](=O)[CH2:13][CH3:14]>C(O)C>[C:1]([O:5][C:6](=[O:9])[CH2:7][N:8]=[C:12]([CH2:13][CH3:14])[CH2:11][CH3:10])([CH3:4])([CH3:3])[CH3:2]. Reported procedure: A mixture of glycine tert-butyl ester (Alfa) (0.66 g, 10 mmol) and 3-pentanone (6 g, 70 mmol) in ethanol (6 mL) was heated at 110° C. in a sealed tube for 48 h. The reaction mixture was concentrated and dried in vacuo to give crude (1-ethyl-propylideneamino)-acetic acid tert-butyl ester as a colorless oil (1.0 g). The crude product contains unreacted glycine tert-butyl ester and was used without further purification. The reactants are CC(C)(C)OC(=O)NC(CC1CCCCC1)C(=O)O, CN(C)c1ccncc1, ClCCl, CN(C)C=O, OCc1ccccc1. Yields the product CC(C)(C)OC(=O)NC(CC1CCCCC1)C(=O)OCc1ccccc1. As a reaction SMILES: [CH3:1][C:2]([CH3:3])([O:4][C:5](=[O:6])[NH:7][CH:8]([CH2:9][CH:10]1[CH2:11][CH2:12][CH2:13][CH2:14][CH2:15]1)[C:16](=[O:17])[OH:18])[CH3:19].[CH3:28][N:29]([CH3:30])[c:31]1[cH:32][cH:33][n:34][cH:35][cH:36]1.[Cl:42][CH2:43][Cl:44].[O:37]=[CH:38][N:39]([CH3:40])[CH3:41].[OH:20][CH2:21][c:22]1[cH:23][cH:24][cH:25][cH:26][cH:27]1>>[CH3:1][C:2]([CH3:3])([O:4][C:5](=[O:6])[NH:7][CH:8]([CH2:9][CH:10]1[CH2:11][CH2:12][CH2:13][CH2:14][CH2:15]1)[C:16]([O:17][CH2:21][c:22]1[cH:23][cH:24][cH:25][cH:26][cH:27]1)=[O:18])[CH3:19]. Reactants: C(=O)C1=C(C2=CC=CC=C2CC1)C=1C=C(C(=O)OC)C=CC1 (Methyl 3-(2-formyl-3,4-dihydro-1-naphthyl)benzoate), Cl.NO (hydroxylamine hydrochloride), C[O-].[Na+] (sodium methoxide). Solvent: CO (methanol). Reaction conditions: time 19 hour. Yields the product ON=CC1=C(C2=CC=CC=C2CC1)C=1C=C(C(=O)OC)C=CC1 (methyl 3-(2-hydroxyiminomethyl-3,4-dihydro-1-naphthyl)benzoate). Isolated yield 77.8%. RXN SMILES: [CH:1]([C:3]1[CH2:12][CH2:11][C:10]2[C:5](=[CH:6][CH:7]=[CH:8][CH:9]=2)[C:4]=1[C:13]1[CH:14]=[C:15]([CH:20]=[CH:21][CH:22]=1)[C:16]([O:18][CH3:19])=[O:17])=O.Cl.[NH2:24][OH:25].C[O-].[Na+]>CO>[OH:25][N:24]=[CH:1][C:3]1[CH2:12][CH2:11][C:10]2[C:5](=[CH:6][CH:7]=[CH:8][CH:9]=2)[C:4]=1[C:13]1[CH:14]=[C:15]([CH:20]=[CH:21][CH:22]=1)[C:16]([O:18][CH3:19])=[O:17] |f:1.2,3.4|. Procedure details: Methyl 3-(2-formyl-3,4-dihydro-1-naphthyl)benzoate (0.44 g) was added to a mixture of hydroxylamine hydrochloride (0.11 g) and 28 methanolic sodium methoxide (0.31 ml) in methanol (10 ml) and the whole was stirred for 19 hours at ambient temperature. The solvent was removed by concentration. To the residue was added a mixture of ethyl acetate, tetrahydrofuran and water and adjusted to pH 2 with 6N-hydrochloric acid. The separated organic layer was washed with brine, dried over magnesium sulfate.... The reactants are N[C@@H](CC(=O)O)C(=O)O (L-aspartic acid), [OH-].[Na+] (sodium hydroxide), C=C1CC(=O)O1 (diketene). Run in O (water). Product: C(CC(=O)C)(=O)N[C@@H](CC(=O)[O-])C(=O)[O-].[Na+].[Na+] (Disodium N-acetoacetylaspartate). Reaction SMILES: [OH-].[Na+:2].[NH2:3][C@H:4]([C:9]([OH:11])=[O:10])[CH2:5][C:6]([OH:8])=[O:7].[CH2:12]=[C:13]1[O:17][C:15](=[O:16])[CH2:14]1>O>[C:15]([NH:3][C@H:4]([C:9]([O-:11])=[O:10])[CH2:5][C:6]([O-:8])=[O:7])(=[O:16])[CH2:14][C:13]([CH3:12])=[O:17].[Na+:2].[Na+:2] |f:0.1,5.6.7|. Procedure: 8.1 parts of sodium hydroxide were dissolved in 100 parts by volume of water and the solution cooled to 0°-5° C. 13.3 parts of L-aspartic acid were added and stirred until all dissolved, then 15.8 parts by volume of diketene were added dropwise over 90 minutes, stirred at 0°-10° C. for an additional 2.5 hours, and filtered. The homogeneous solution was evaporated to dryness under vacuum at 35°-40° C. Disodium N-acetoacetylaspartate was obtained as a white foam. Reactants: CO, Cc1c(C(=O)C(C)C)oc2ccc(OCC3CC3)cc12, O. Yields the product Cc1c(C(O)C(C)C)oc2ccc(OCC3CC3)cc12. Reaction SMILES: [CH3:22][OH:23].[CH:1]1([CH2:4][O:5][c:6]2[cH:7][cH:8][c:9]3[c:10]([c:11]([CH3:19])[c:12]([C:14]([CH:15]([CH3:16])[CH3:17])=[O:18])[o:13]3)[cH:20]2)[CH2:2][CH2:3]1.[OH2:21]>>[CH:1]1([CH2:4][O:5][c:6]2[cH:7][cH:8][c:9]3[c:10]([c:11]([CH3:19])[c:12]([CH:14]([CH:15]([CH3:16])[CH3:17])[OH:18])[o:13]3)[cH:20]2)[CH2:2][CH2:3]1.